From a dataset of the Open Reaction Database (ORD), a public repository of structured organic reaction records. describe an organic reaction: reactants, conditions, products, and yield Starting materials: C(C(=O)OCC)(=O)OCC (diethyl oxalate), ClC=1C=C(CN2C(C=C(C3=CC(=C(C=C23)F)F)C)=O)C=CC1Cl (1-(3,4-dichlorobenzyl)-6,7-difluoro-1,2-dihydro-4-methyl-2-oxoquinoline), [O-]CC.[K+] (potassium ethoxide). Run in C1=CC=CC=C1 (benzene), C(C)O (ethanol), C1=CC=CC=C1 (benzene). Run at temperature 50 celsius, time 8 hour. The product is ClC=1C=C(CN2C(C=C(C3=CC(=C(C=C23)F)F)CC(=O)O)=O)C=CC1Cl (1-(3,4-dichlorobenzyl)-6,7-difluoro-1,2-dihydro-2-oxoquinol-4-yl-acetic acid). Isolated yield 10.0%. Reaction SMILES: [Cl:1][C:2]1[CH:3]=[C:4]([CH:20]=[CH:21][C:22]=1[Cl:23])[CH2:5][N:6]1[C:15]2[C:10](=[CH:11][C:12]([F:17])=[C:13]([F:16])[CH:14]=2)[C:9]([CH3:18])=[CH:8][C:7]1=[O:19].C(OCC)(=O)[C:25]([O:27]CC)=[O:26].[O-]CC.[K+]>C1C=CC=CC=1.C(O)C>[Cl:1][C:2]1[CH:3]=[C:4]([CH:20]=[CH:21][C:22]=1[Cl:23])[CH2:5][N:6]1[C:15]2[C:10](=[CH:11][C:12]([F:17])=[C:13]([F:16])[CH:14]=2)[C:9]([CH2:18][C:25]([OH:27])=[O:26])=[CH:8][C:7]1=[O:19] |f:2.3|. Procedure details: A solution of 1-(3,4-dichlorobenzyl)-6,7-difluoro-1,2-dihydro-4-methyl-2-oxoquinoline (5 g.) in benzene (15 ml.) was added with stirring at ambient temperature to a mixture of diethyl oxalate (2.3 g.), benzene (2 ml.) and a 6N-solution of potassium ethoxide in ethanol (6 ml.). The mixture was allowed to stand overnight at ambient temperature under dry nitrogen. The yellow solid was filtered off, washed with benzene (5 ml.) and dried by suction on the filter. The dried solid (5.7 g.) was mixed wi... Procedure details: The starting material 5-(4,4,5,5-tetramethyl-1,3,2-dioxaborolan-2-yl)-1H-pyrrolo[2,3-b]pyridine (124) (50 mg, 0.2 mmol, 1 eq) and 2-(4-(6-chloropyrazin-2-yl)piperazin-1-yl)ethanol (57) (49.5 mg, 0.2 mmol, 1 eq) in DME (5 mL) was degassed and purged under argon atmosphere for 10 min. To this reaction mixture was charged Cs2CO3 (133 mg, 0.4 mmol, 2 eq) followed by addition of Pd(PPh3)4 (1.0 mg, 0.04 mmol) and degassing and purging under argon for additional 10 min. The reaction mixture was heated ... As a reaction SMILES: CC1(C)C(C)(C)OB([C:9]2[CH:10]=[C:11]3[CH:17]=[CH:16][NH:15][C:12]3=[N:13][CH:14]=2)O1.Cl[C:20]1[N:25]=[C:24]([N:26]2[CH2:31][CH2:30][N:29]([CH2:32][CH2:33][OH:34])[CH2:28][CH2:27]2)[CH:23]=[N:22][CH:21]=1.C([O-])([O-])=O.[Cs+].[Cs+]>COCCOC.C(Cl)(Cl)Cl.C1C=CC([P]([Pd]([P](C2C=CC=CC=2)(C2C=CC=CC=2)C2C=CC=CC=2)([P](C2C=CC=CC=2)(C2C=CC=CC=2)C2C=CC=CC=2)[P](C2C=CC=CC=2)(C2C=CC=CC=2)C2C=CC=CC=2)(C2C=CC=CC=2)C2C=CC=CC=2)=CC=1>[NH:15]1[C:12]2=[N:13][CH:14]=[C:9]([C:20]3[N:25]=[C:24]([N:26]4[CH2:27][CH2:28][N:29]([CH2:32][CH2:33][OH:34])[CH2:30][CH2:31]4)[CH:23]=[N:22][CH:21]=3)[CH:10]=[C:11]2[CH:17]=[CH:16]1 |f:2.3.4,^1:54,56,75,94|. Yields the product N1C=CC=2C1=NC=C(C2)C2=CN=CC(=N2)N2CCN(CC2)CCO (2-(4-(6-(1H-pyrrolo[2,3-b]pyridin-5-yl)pyrazin-2-yl)piperazin-1-yl)ethanol). Starting materials: CC1(OB(OC1(C)C)C=1C=C2C(=NC1)NC=C2)C (5-(4,4,5,5-tetramethyl-1,3,2-dioxaborolan-2-yl)-1H-pyrrolo[2,3-b]pyridine), ClC1=CN=CC(=N1)N1CCN(CC1)CCO (2-(4-(6-chloropyrazin-2-yl)piperazin-1-yl)ethanol), C(=O)([O-])[O-].[Cs+].[Cs+] (Cs2CO3). The solvent is C(Cl)(Cl)Cl (CHCl3), COCCOC (DME). Reagents/catalysts: C=1C=CC(=CC1)[P](C=2C=CC=CC2)(C=3C=CC=CC3)[Pd]([P](C=4C=CC=CC4)(C=5C=CC=CC5)C=6C=CC=CC6)([P](C=7C=CC=CC7)(C=8C=CC=CC8)C=9C=CC=CC9)[P](C=1C=CC=CC1)(C=1C=CC=CC1)C=1C=CC=CC1 (Pd(PPh3)4). Reaction conditions: temperature 100 celsius. Reactants: CCN=C=NCCCN(C)C.Cl (WSC.HCl), C(=O)(O)C=1C=C(CN(C(OC(C)(C)C)=O)C)C=CC1 (tert-butyl N-(3-carboxybenzyl)-N-methylcarbamate), N1C(CNC2=CC=CC=C12)=O (1,2,3,4-tetrahydroquinoxalin-2-one). The reagents and catalysts are CN(C1=CC=NC=C1)C (4-(dimethylamino)pyridine). Run in ClCCl (dichloromethane), C(C)(=O)OCC (ethyl acetate). Conditions: time 18 hour. Yields the product N1(CC(NC2=CC=CC=C12)=O)C(=O)C=1C=C(CN(C(OC(C)(C)C)=O)C)C=CC1 (tert-butyl N-(3-(1,2,3,4-tetrahydroquinoxalin-3-on-1-carbonyl) benzyl)-N-methylcarbamate). The yield is 27.2%. RXN SMILES: CCN=C=NCCCN(C)C.Cl.[C:13]([C:16]1[CH:17]=[C:18]([CH:29]=[CH:30][CH:31]=1)[CH2:19][N:20]([CH3:28])[C:21](=[O:27])[O:22][C:23]([CH3:26])([CH3:25])[CH3:24])([OH:15])=O.[NH:32]1[C:41]2[C:36](=[CH:37][CH:38]=[CH:39][CH:40]=2)[NH:35][CH2:34][C:33]1=[O:42]>CN(C)C1C=CN=CC=1.ClCCl.C(OCC)(=O)C>[N:35]1([C:13]([C:16]2[CH:17]=[C:18]([CH:29]=[CH:30][CH:31]=2)[CH2:19][N:20]([CH3:28])[C:21](=[O:27])[O:22][C:23]([CH3:26])([CH3:25])[CH3:24])=[O:15])[C:36]2[C:41](=[CH:40][CH:39]=[CH:38][CH:37]=2)[NH:32][C:33](=[O:42])[CH2:34]1 |f:0.1|. Procedure details: WSC.HCl (640 mg, 3.4 mmol) and 4-(dimethylamino)pyridine (330 mg, 2.7 mmol) were added to a solution of tert-butyl N-(3-carboxybenzyl)-N-methylcarbamate (700 mg, 2.6 mmol) and 1,2,3,4-tetrahydroquinoxalin-2-one (440 mg, 2.9 mmol) in dichloromethane (20 ml). The mixture was stirred for 18 h, reduced in vacuo and taken up in ethyl acetate. This solution was washed with 0.3N potassium hydrogen sulphate and saturated sodium hydrogen carbonate solutions, dried and reduced. Chromatography (50% EtOAc/5... Starting materials: ClC(C(=O)N1C2CC3CC(CC1C3)C2)(Cl)Cl (N-trichloroacetyl-2-azaadamantane), C(C)(C)O (isopropanol), O (water), [OH-].[Na+] (NaOH). Run in C1(=CC=CC=C1)C (toluene). Conditions: temperature 80 celsius, time 1 hour. Yields the product C12NC3CC(CC(C1)C3)C2 (2-azaadamantane). Yield: 77.0%. Reaction SMILES: ClC(Cl)(Cl)C([N:5]1[CH:12]2[CH2:13][CH:8]3[CH2:9][CH:10]([CH2:14][CH:6]1[CH2:7]3)[CH2:11]2)=O.C(O)(C)C.[OH-].[Na+].O>C1(C)C=CC=CC=1>[CH:6]12[CH2:14][CH:10]3[CH2:9][CH:8]([CH2:13][CH:12]([CH2:11]3)[NH:5]1)[CH2:7]2 |f:2.3|. Procedure: A solution containing 23.4 g (83 mmol) of N-trichloroacetyl-2-azaadamantane and 70.1 g of isopropanol, was heated to 80° C., and 99.4 g of a 20 wt % NaOH aqueous solution was added, followed by stirring for one hour. 47 g of water and 47 g of toluene were added, followed by liquid separation, to obtain a toluene solution of 2-azaadamantane. The reactants are CCOCC, C(=NC1CCCCC1)=NC1CCCCC1, NCc1ccc(C(F)(F)F)cc1, S=C=S. Product: FC(F)(F)c1ccc(CN=C=S)cc1. As a reaction SMILES: [CH3:31][CH2:32][O:33][CH2:34][CH3:35].[CH:13]1([N:14]=[C:15]=[N:16][CH:17]2[CH2:18][CH2:19][CH2:20][CH2:21][CH2:22]2)[CH2:23][CH2:24][CH2:25][CH2:26][CH2:27]1.[F:1][C:2]([c:3]1[cH:4][cH:5][c:6]([CH2:7][NH2:8])[cH:9][cH:10]1)([F:11])[F:12].[S:28]=[C:29]=[S:30]>>[F:1][C:2]([c:3]1[cH:4][cH:5][c:6]([CH2:7][N:8]=[C:29]=[S:28])[cH:9][cH:10]1)([F:11])[F:12]. As a reaction SMILES: [CH2:1]([CH3:2])[O:3][C:4]([CH:5]([NH:6][CH2:7][CH2:8][CH2:9][S:10](=[O:11])(=[O:12])[OH:13])[CH2:14][c:15]1[cH:16][cH:17][cH:18][cH:19][cH:20]1)=[O:21].[Na+:23].[OH-:22]>>[O:3]=[C:4]([CH:5]([NH:6][CH2:7][CH2:8][CH2:9][S:10](=[O:11])(=[O:12])[OH:13])[CH2:14][c:15]1[cH:16][cH:17][cH:18][cH:19][cH:20]1)[OH:21]. The reactants are CCOC(=O)C(Cc1ccccc1)NCCCS(=O)(=O)O, [Na+], [OH-]. The product is O=C(O)C(Cc1ccccc1)NCCCS(=O)(=O)O. Reactants: ClCCl, O=[Cr](=O)([O-])Cl, OC1CCCC1Oc1cccc(C(F)(F)F)c1, c1cc[nH+]cc1. Yields the product O=C1CCCC1Oc1cccc(C(F)(F)F)c1. RXN SMILES: [CH2:29]([Cl:30])[Cl:31].[O:1]=[Cr:2]([Cl:3])([O-:4])=[O:5].[OH:12][CH:13]1[CH:14]([O:18][c:19]2[cH:20][c:21]([C:25]([F:26])([F:27])[F:28])[cH:22][cH:23][cH:24]2)[CH2:15][CH2:16][CH2:17]1.[nH+:6]1[cH:7][cH:8][cH:9][cH:10][cH:11]1>>[O:12]=[C:13]1[CH:14]([O:18][c:19]2[cH:20][c:21]([C:25]([F:26])([F:27])[F:28])[cH:22][cH:23][cH:24]2)[CH2:15][CH2:16][CH2:17]1.